From a dataset of the Open Reaction Database (ORD), a public repository of structured organic reaction records. describe an organic reaction: reactants, conditions, products, and yield The reactants are C1(=CC=CC=C1)C1SCCCS1 (2-phenyl-1,3-dithiane), C(CCC)[Li] (n-butyllithium), but-4-yne. Run in O1CCCC1 (tetrahydrofuran). Conditions: temperature -60 celsius, time 30 minute. Yields the product C(CC#C)C1(SCCCS1)C1=CC=CC=C1 (2-(But-3-ynyl)-2-phenyl-1,3-dithiane). As a reaction SMILES: [C:1]1([CH:7]2[S:12][CH2:11][CH2:10][CH2:9][S:8]2)[CH:6]=[CH:5][CH:4]=[CH:3][CH:2]=1.[CH2:13]([Li])[CH2:14][CH2:15][CH3:16]>O1CCCC1>[CH2:16]([C:7]1([C:1]2[CH:2]=[CH:3][CH:4]=[CH:5][CH:6]=2)[S:8][CH2:9][CH2:10][CH2:11][S:12]1)[CH2:15][C:14]#[CH:13]. Procedure: To a solution of 2-phenyl-1,3-dithiane (6.4 g, 32.7 mmol) in tetrahydrofuran (100 mL) at -40° C. under argon atmosphere was added 2.5M n-butyllithium (13.1 mL, 37.7 mmol). After 30 minutes the temperature was adjusted to -20° C. and maintained for 1.5 hour. The temperature of the dark brown solution was lowered to -78° C. and but-4-yne (1.5 g, 14.9 mmol) was added neat. After 1 hour, the temperature was raised to -60° C. for 1.5 hour and the solution was then stored at -20° C. overnight. The rea... The reactants are C[Si](C)(C)CCOCCl, CCN(C(C)C)C(C)C, ClCCl, CC(C)(C)OC(=O)N1Cc2c(N)n[nH]c2C1(C)C. Product: CC(C)(C)OC(=O)N1Cc2c(N)nn(COCC[Si](C)(C)C)c2C1(C)C. Reaction SMILES: [CH3:28][Si:29]([CH2:30][CH2:31][O:32][CH2:33][Cl:34])([CH3:35])[CH3:36].[CH:19]([N:20]([CH:21]([CH3:22])[CH3:23])[CH2:24][CH3:25])([CH3:26])[CH3:27].[Cl:37][CH2:38][Cl:39].[NH2:1][c:2]1[c:3]2[c:4]([nH:5][n:6]1)[C:7]([CH3:17])([CH3:18])[N:8]([C:10](=[O:11])[O:12][C:13]([CH3:14])([CH3:15])[CH3:16])[CH2:9]2>>[NH2:1][c:2]1[c:3]2[c:4]([n:5]([CH2:33][O:32][CH2:31][CH2:30][Si:29]([CH3:28])([CH3:35])[CH3:36])[n:6]1)[C:7]([CH3:17])([CH3:18])[N:8]([C:10](=[O:11])[O:12][C:13]([CH3:14])([CH3:15])[CH3:16])[CH2:9]2.